Task: describe an organic reaction: reactants, conditions, products, and yield. Dataset: the Open Reaction Database (ORD), a public repository of structured organic reaction records Starting materials: NC=1C=CC(=C(C1)[C@]1(N=C(OCC1(F)F)N)C)F ((R)-4-(5-amino-2-fluoro-phenyl)-5,5-difluoro-4-methyl-5,6-dihydro-4H-[1,3]oxazin-2-ylamine), ClC1=C(NN=C1)C(=O)O (4-chloro-2H-pyrazole-3-carboxylic acid). Product: NC=1OCC([C@@](N1)(C)C=1C=C(C=CC1F)NC(=O)C=1NN=CC1Cl)(F)F (4-Chloro-2H-pyrazole-3-carboxylic acid [3-((R)-2-amino-5,5-difluoro-4-methyl-5,6-dihydro-4H-[1,3]oxazin-4-yl)-4-fluoro-phenyl]-amide). As a reaction SMILES: [NH2:1][C:2]1[CH:3]=[CH:4][C:5]([F:18])=[C:6]([C@:8]2([CH3:17])[C:13]([F:15])([F:14])[CH2:12][O:11][C:10]([NH2:16])=[N:9]2)[CH:7]=1.[Cl:19][C:20]1[CH:24]=[N:23][NH:22][C:21]=1[C:25](O)=[O:26]>>[NH2:16][C:10]1[O:11][CH2:12][C:13]([F:14])([F:15])[C@:8]([C:6]2[CH:7]=[C:2]([NH:1][C:25]([C:21]3[NH:22][N:23]=[CH:24][C:20]=3[Cl:19])=[O:26])[CH:3]=[CH:4][C:5]=2[F:18])([CH3:17])[N:9]=1. Procedure: The condensation of (R)-4-(5-amino-2-fluoro-phenyl)-5,5-difluoro-4-methyl-5,6-dihydro-4H-[1,3]oxazin-2-ylamine (intermediate XI-1) and 4-chloro-2H-pyrazole-3-carboxylic acid following procedure I yielded the title compound. MS (ISP): m/z=388.1 [M+H]+. The reactants are Cl.COC1C=2C=CC=CC2C2CN(CC21)CCC (8-Methoxy-2-propyl-1,2,3,3a,8,8a-hexahydroindeno[1,2-c]pyrrole hydrochloride), B(Br)(Br)Br (BBr3). The solvent is C(Cl)Cl (methylene chloride). Reaction conditions: temperature -78 celsius. Yields the product Br.OC1C=2C=CC=CC2C2CN(CC21)CCC (8-Hydroxy-2-propyl-1,2,3,3a,8,8a-hexahydroindeno[1,2-c]pyrrole hydrobromide). RXN SMILES: Cl.C[O:3][CH:4]1[CH:15]2[CH:11]([CH2:12][N:13]([CH2:16][CH2:17][CH3:18])[CH2:14]2)[C:10]2[CH:9]=[CH:8][CH:7]=[CH:6][C:5]1=2.B(Br)(Br)[Br:20]>C(Cl)Cl>[BrH:20].[OH:3][CH:4]1[CH:15]2[CH:11]([CH2:12][N:13]([CH2:16][CH2:17][CH3:18])[CH2:14]2)[C:10]2[CH:9]=[CH:8][CH:7]=[CH:6][C:5]1=2 |f:0.1,4.5|. Procedure: The product from Example 9 (0.490 g) was dissolved in 25 ml methylene chloride and cooled to -78° C. To the reaction was added 0.69 ml BBr3. The reaction was warmed to 0° C. for 4 h and then cooled to -78° C. The reaction was quenched by the addition of 5 ml methanol and the solvent was evaporated. The resulting solid was recrystallized from ethanol and ether to yield 0.470 g white solid, mp: 187°-9° C. NMR (d6DMSO) δ0.88 (t, 3H), 1.65 (m, 2H), 2.60-4.10 (m, 10H), 6.65 (d, 1H), 6.70 (d, 1H), 7.0... Starting materials: ClC(=O)OCC(C)C (isobutyl chloroformate), [BH4-].[Na+] (NaBH4), FC(C=1C=C(CCC(=O)O)C=C(C1)C(F)(F)F)(F)F (3,5-bis(trifluoromethyl)hydrocinnamic acid), TEA, C(C)O.O.C(=O)=O (ethanol water dry ice). Run in O (H2O), C1CCOC1 (THF). Conditions: time 1.5 hour. Yields the product FC(C=1C=C(C=C(C1)C(F)(F)F)CCCO)(F)F (3-[3′,5′-bis(trifluoromethyl)phenyl]-1-propanol). As a reaction SMILES: [F:1][C:2]([F:19])([F:18])[C:3]1[CH:4]=[C:5]([CH:11]=[C:12]([C:14]([F:17])([F:16])[F:15])[CH:13]=1)[CH2:6][CH2:7][C:8](O)=[O:9].C(O)C.O.C(=O)=O.ClC(OCC(C)C)=O.[BH4-].[Na+]>C1COCC1.O>[F:1][C:2]([F:18])([F:19])[C:3]1[CH:4]=[C:5]([CH2:6][CH2:7][CH2:8][OH:9])[CH:11]=[C:12]([C:14]([F:15])([F:16])[F:17])[CH:13]=1 |f:1.2.3,5.6|. Procedure: A solution of 3,5-bis(trifluoromethyl)hydrocinnamic acid (1.0 g, 3.5 mmol) and TEA (0.46 g, 4.5 mmol) in THF (16 mL) was cooled to −40° C. (ethanol-water/dry ice bath). To this mixture was dropwise added isobutyl chloroformate (0.56 g, 4.1 mmol) and stirring was continued for another 1.5 hours while the temperature of the cooling bath was maintained between −40° C. and −20° C. Solid NaBH4 (0.53 g, 14 mmol) was added, followed by H2O (1.3 mL). The cloudy mixture was stirred overnight while warmin... Starting materials: COC=1C=C(C=O)C=CC1OC (3,4-dimethoxybenzaldehyde), C(C)(C)NC(C)C (diisopropylamine), [Cl-].[NH4+] (ammonium chloride), C(CCC)[Li] (n-butyllithium). The solvent is O1CCCC1 (tetrahydrofuran), C(C)#N (acetonitrile), O1CCCC1 (tetrahydrofuran), CCCCCC (hexane). Reaction conditions: time 30 minute. Product: COC=1C=C(C=CC1OC)C(CC#N)O (3-(3,4-dimethoxyphenyl)-3-hydroxypropiononitrile). Reaction SMILES: [CH:1]([NH:4]C(C)C)(C)[CH3:2].C([Li])CCC.[CH3:13][O:14][C:15]1[CH:16]=[C:17]([CH:20]=[CH:21][C:22]=1[O:23][CH3:24])[CH:18]=[O:19].[Cl-].[NH4+]>O1CCCC1.C(#N)C.CCCCCC>[CH3:13][O:14][C:15]1[CH:16]=[C:17]([CH:18]([OH:19])[CH2:2][C:1]#[N:4])[CH:20]=[CH:21][C:22]=1[O:23][CH3:24] |f:3.4|. Procedure details: A solution of diisopropylamine (0.67 g, 6.62 mM) in dried tetrahydrofuran (5 ml) was cooled to −78° C. A hexane solution of n-butyllithium (6.62 mM) was dropped into this solution, then this was stirred at that temperature for 30 minutes. Next, acetonitrile (0.27 g, 6.62 mM) was dropped into this solution and the result stirred for a further 30 minutes, then a solution of 3,4-dimethoxybenzaldehyde (1.00 g, 6.02 mM) in dried tetrahydrofuran (5 ml) was added and the mixture stirred at that tempera... The reactants are C(C1=CC=CC=C1)OC1=CC=C(C=C1)CCNC([C@H](C(C)C)NS(=O)(=O)CC)=O ((S)-N-[2-(4-benzyloxy-phenyl)-ethyl]-2-ethanesulfonylamino-3-methyl-butyramide). Reagents/catalysts: [Pd] (palladium). The solvent is O1CCCC1 (tetrahydrofuran). Reaction conditions: time 5 hour. The product is C(C)S(=O)(=O)N[C@H](C(=O)NCCC1=CC=C(C=C1)O)C(C)C ((S)-2-ethanesulfonylamino-N-[2-(4-hydroxy-phenyl)-ethyl]-3-methyl-butyramide). Reaction SMILES: C([O:8][C:9]1[CH:14]=[CH:13][C:12]([CH2:15][CH2:16][NH:17][C:18](=[O:29])[C@@H:19]([NH:23][S:24]([CH2:27][CH3:28])(=[O:26])=[O:25])[CH:20]([CH3:22])[CH3:21])=[CH:11][CH:10]=1)C1C=CC=CC=1>O1CCCC1.[Pd]>[CH2:27]([S:24]([NH:23][C@@H:19]([CH:20]([CH3:21])[CH3:22])[C:18]([NH:17][CH2:16][CH2:15][C:12]1[CH:13]=[CH:14][C:9]([OH:8])=[CH:10][CH:11]=1)=[O:29])(=[O:25])=[O:26])[CH3:28]. Procedure details: 18.6 g of (S)-N-[2-(4-benzyloxy-phenyl)-ethyl]-2-ethanesulfonylamino-3-methyl-butyramide and 16.8 g of palladium (5% on charcoal) in 400 ml of tetrahydrofuran are shaken under a hydrogen atmosphere at +30 to +−35° C. and at normal pressure for 5 hours. The reaction mixture is filtered and evaporated. (S)-2-ethanesulfonylamino-N-[2-(4-hydroxy-phenyl)-ethyl]-3-methyl-butyramide is obtained in form of an oil [MS (m/e): 329 (M+H)+]. Starting materials: F[B-](F)(F)F, CC(C)(C)c1ccc(CNCCc2ccc(Cl)cc2)cc1, CCN(C(C)C)C(C)C, CN(C)C=O, O, CN(C)C(On1nnc2ccccc21)=[N+](C)C, O=C(O)c1cccc2cc[nH]c12. The product is CC(C)(C)c1ccc(CN(CCc2ccc(Cl)cc2)C(=O)c2cccc3cc[nH]c23)cc1. RXN SMILES: [B-:13]([F:14])([F:15])([F:16])[F:17].[C:44]([CH3:45])([CH3:46])([CH3:47])[c:48]1[cH:49][cH:50][c:51]([CH2:52][NH:53][CH2:54][CH2:55][c:56]2[cH:57][cH:58][c:59]([Cl:62])[cH:60][cH:61]2)[cH:63][cH:64]1.[CH:35]([N:36]([CH2:37][CH3:38])[CH:39]([CH3:40])[CH3:41])([CH3:42])[CH3:43].[O:65]=[CH:66][N:67]([CH3:68])[CH3:69].[OH2:70].[n:18]1([O:19][C:20]([N:21]([CH3:22])[CH3:23])=[N+:24]([CH3:25])[CH3:26])[c:27]2[cH:28][cH:29][cH:30][cH:31][c:32]2[n:33][n:34]1.[nH:1]1[cH:2][cH:3][c:4]2[cH:5][cH:6][cH:7][c:8]([C:10](=[O:11])[OH:12])[c:9]12>>[nH:1]1[cH:2][cH:3][c:4]2[cH:5][cH:6][cH:7][c:8]([C:10](=[O:12])[N:53]([CH2:52][c:51]3[cH:50][cH:49][c:48]([C:44]([CH3:45])([CH3:46])[CH3:47])[cH:64][cH:63]3)[CH2:54][CH2:55][c:56]3[cH:57][cH:58][c:59]([Cl:62])[cH:60][cH:61]3)[c:9]12. Starting materials: O=C1N(CCC12CCN(CC2)C(=O)OC(C)(C)C)C=2COC(C2)=O (tert-butyl 1-oxo-2-(5-oxo-2,5-dihydrofuran-3-yl)-2,8-diazaspiro[4.5]decane-8-carboxylate), C1CC(=O)N(C1=O)Cl (NCS). The solvent is C(Cl)(Cl)Cl (chloroform). Run at temperature 60 celsius. The product is ClC1=C(COC1=O)N1C(C2(CC1)CCN(CC2)C(=O)OC(C)(C)C)=O (tert-butyl 2-(4-chloro-5-oxo-2,5-dihydrofuran-3-yl)-1-oxo-2,8-diazaspiro[4.5]decane-8-carboxylate). RXN SMILES: [O:1]=[C:2]1[C:6]2([CH2:11][CH2:10][N:9]([C:12]([O:14][C:15]([CH3:18])([CH3:17])[CH3:16])=[O:13])[CH2:8][CH2:7]2)[CH2:5][CH2:4][N:3]1[C:19]1[CH2:20][O:21][C:22](=[O:24])[CH:23]=1.C1C(=O)N([Cl:32])C(=O)C1>C(Cl)(Cl)Cl>[Cl:32][C:23]1[C:22](=[O:24])[O:21][CH2:20][C:19]=1[N:3]1[CH2:4][CH2:5][C:6]2([CH2:11][CH2:10][N:9]([C:12]([O:14][C:15]([CH3:17])([CH3:18])[CH3:16])=[O:13])[CH2:8][CH2:7]2)[C:2]1=[O:1]. Reported procedure: To a solution of tert-butyl 1-oxo-2-(5-oxo-2,5-dihydrofuran-3-yl)-2,8-diazaspiro[4.5]decane-8-carboxylate (I-16, Step A) (2.1 g, 6.2 mmol) in chloroform (50 mL) was added NCS (1.00 g, 7.49 mmol) at rt and the resulting solution was heated at 60° C. overnight. After removing the volatiles the residue was purified on silica gel column using EtOAc/hexane as eluting solvents to give the title compound. LCMS: (M+1)+: 371.11, 372.99. RXN SMILES: Br[CH2:2][CH2:3][CH2:4][CH2:5][CH2:6][CH2:7][CH2:8][CH2:9][CH2:10][CH2:11][N:12]1[C:20](=[O:21])[C:19]2[C:14](=[CH:15][CH:16]=[CH:17][CH:18]=2)[C:13]1=[O:22].[NH:23]1[CH:27]=[CH:26][N:25]=[CH:24]1.[Na].[H-].[Na+]>CN(C)C=O>[N:23]1([CH2:2][CH2:3][CH2:4][CH2:5][CH2:6][CH2:7][CH2:8][CH2:9][CH2:10][CH2:11][N:12]2[C:20](=[O:21])[C:19]3[C:14](=[CH:15][CH:16]=[CH:17][CH:18]=3)[C:13]2=[O:22])[CH:27]=[CH:26][N:25]=[CH:24]1 |f:3.4,^1:27|. The solvent is CN(C=O)C (N,N-dimethylformamide), CN(C=O)C (N,N-dimethylformamide). The reactants are BrCCCCCCCCCCN1C(C2=CC=CC=C2C1=O)=O (2-(10-bromodecyl)-1H-isoindole-1,3(2H)-dione), N1C=NC=C1 (1H-imidazole), [Na] (sodium), N1C=NC=C1 (imidazole), [H-].[Na+] (sodium hydride). Reported procedure: A 99.0 g amount of 2-(10-bromodecyl)-1H-isoindole-1,3(2H)-dione (prepared as described above) was dissolved in 300 ml of warm N,N-dimethylformamide with stirring. This solution was added to a stirred solution of 1H-imidazole, sodium salt (prepared by stirring a mixture of 20 g of imidazole and 14.0 g 50% sodium hydride in 500 ml of N,N-dimethylformamide at room temperature for 48 hours). The resulting mixture was heated on a steam bath for 14 hours, then taken to dryness in vacuo. The residue wa... Product: N1(C=NC=C1)CCCCCCCCCCN1C(C2=CC=CC=C2C1=O)=O (2-[10-(1H-imidazol-1-yl)decyl]-1H-isoindole-1,3(2H)-dione). The reactants are C(C1=CC=C(N)C=C1)C1=CC=C(N)C=C1 (4,4'-methylene dianiline), C(\C=C\C1=CC=CC=C1)=O (transcinnamaldehyde). The solvent is C(C)O (ethanol), C(C)O (ethanol), C(C)O (ethanol). Conditions: time 2 minute. Yields the product C(C=CC1=CC=CC=C1)=NC1=CC=C(C=C1)CC1=CC=C(N=CC=CC2=CC=CC=C2)C=C1 (N,N'-biscinnamal-4,4'-methylene dianiline). Isolated yield 188.7%. RXN SMILES: [CH2:1]([C:9]1[CH:15]=[CH:14][C:12]([NH2:13])=[CH:11][CH:10]=1)[C:2]1[CH:8]=[CH:7][C:5]([NH2:6])=[CH:4][CH:3]=1.[CH:16](=O)/[CH:17]=[CH:18]/[C:19]1[CH:24]=[CH:23][CH:22]=[CH:21][CH:20]=1>C(O)C>[CH:16](=[N:13][C:12]1[CH:14]=[CH:15][C:9]([CH2:1][C:2]2[CH:3]=[CH:4][C:5]([N:6]=[CH:10][CH:9]=[CH:1][C:2]3[CH:8]=[CH:7][CH:5]=[CH:4][CH:3]=3)=[CH:7][CH:8]=2)=[CH:10][CH:11]=1)[CH:17]=[CH:18][C:19]1[CH:24]=[CH:23][CH:22]=[CH:21][CH:20]=1. Reported procedure: To a solution of 198.2 g (1 mole) of 4,4'-methylene dianiline in 2000 ml of ethanol was added a solution of 277.6 g (2.1 moles) of transcinnamaldehyde in 500 ml of ethanol over a 2 minute period. Immediately an exothermic reaction ensued and within 2 minutes the reaction mixture set up to a yellow solid. An additional 1000 ml of ethanol was added, the reaction mixture was heated at reflux for 1 hour with stirring, and then cooled to room temperature. The product was filtered and dried in vacuum ... As a reaction SMILES: [CH2:1]([O:2][C:3](=[O:4])[N:11]1[CH:12]([CH:16]([O:17][SiH:18]([CH3:19])[CH3:20])[C:21]([CH3:22])([CH3:23])[CH3:24])[CH2:13][CH2:14][CH2:15]1)[c:5]1[cH:6][cH:7][cH:8][cH:9][cH:10]1.[CH2:25]1[CH2:26][CH:27]=[CH:28][CH2:29][CH2:30]1.[CH3:31][CH2:32][OH:33]>>[NH:11]1[CH:12]([CH:16]([O:17][SiH:18]([CH3:19])[CH3:20])[C:21]([CH3:22])([CH3:23])[CH3:24])[CH2:13][CH2:14][CH2:15]1. The reactants are C[SiH](C)OC(C1CCCN1C(=O)OCc1ccccc1)C(C)(C)C, C1=CCCCC1, CCO. Product: C[SiH](C)OC(C1CCCN1)C(C)(C)C.